This data is from the Open Reaction Database (ORD), a public repository of structured organic reaction records. The task is: describe an organic reaction: reactants, conditions, products, and yield Starting materials: CCO, COc1cc(OC)c(Cl)c(NC(C)=O)c1Cl, [K+], [OH-], O. Yields the product COc1cc(OC)c(Cl)c(N)c1Cl. RXN SMILES: [CH3:19][CH2:20][OH:21].[Cl:1][c:2]1[c:3]([NH:13][C:14](=[O:15])[CH3:16])[c:4]([Cl:12])[c:5]([O:10][CH3:11])[cH:6][c:7]1[O:8][CH3:9].[K+:18].[OH-:17].[OH2:22]>>[Cl:1][c:2]1[c:3]([NH2:13])[c:4]([Cl:12])[c:5]([O:10][CH3:11])[cH:6][c:7]1[O:8][CH3:9]. Starting materials: NC1=NC=CC=C1C (2-amino-3-methylpyridine), 144.0g, C(CCC)(=O)CC(=O)OC (methyl butyrylacetate), C1(=CC=C(C=C1)S(=O)(=O)O)C (p-toluenesulfonic acid). The solvent is COCCO (ethylene glycol monomethyl ether). Reaction conditions: temperature -30 celsius. Yields the product CC1=CC=CN2C1=NC(=CC2=O)CCC (9-Methyl-2-n-propyl-4H-pyrido[1,2-a]pyrimidin-4-one). As a reaction SMILES: [NH2:1][C:2]1[C:7]([CH3:8])=[CH:6][CH:5]=[CH:4][N:3]=1.[C:9]([CH2:14][C:15](OC)=[O:16])(=O)[CH2:10][CH2:11][CH3:12].C1(C)C=CC(S(O)(=O)=O)=CC=1>COCCO>[CH3:8][C:7]1[C:2]2=[N:1][C:9]([CH2:10][CH2:11][CH3:12])=[CH:14][C:15](=[O:16])[N:3]2[CH:4]=[CH:5][CH:6]=1. Procedure: A solution of 54.0g of 2-amino-3-methylpyridine, 144.0g of methyl butyrylacetate, 5.0g of p-toluenesulfonic acid, and 750ml of ethylene glycol monomethyl ether is heated in a nitrogen atmosphere, under reflux, for 60 hours. The solution is concentrated to dryness in vacuo, and the residual oil extracted with two 250ml portions of pentane. The pentane solution is concentrated to a volume of 250ml and cooled at -30°C to yield the title compound, melting point 59°-60°C. Reactants: COC(=O)c1cccc(C(C)(C#N)CC2CC2)c1, CO, [Li+], C1CCOC1, [OH-], O, O. Yields the product CC(C#N)(CC1CC1)c1cccc(C(=O)O)c1. Reaction SMILES: [C:1](#[N:2])[C:3]([CH2:4][CH:5]1[CH2:6][CH2:7]1)([CH3:8])[c:9]1[cH:10][c:11]([C:12](=[O:13])[O:14][CH3:15])[cH:16][cH:17][cH:18]1.[CH3:23][OH:24].[Li+:21].[O:25]1[CH2:26][CH2:27][CH2:28][CH2:29]1.[OH-:20].[OH2:19].[OH2:22]>>[C:1](#[N:2])[C:3]([CH2:4][CH:5]1[CH2:6][CH2:7]1)([CH3:8])[c:9]1[cH:10][c:11]([C:12](=[O:13])[OH:14])[cH:16][cH:17][cH:18]1. Reactants: FC1=C(C(=CC=C1)F)N1N=C(C=2C(=NC=CC21)OC)C2=CC=C(C(=O)O)C=C2 (4-(1-(2,6-difluorophenyl)-4-methoxy-1H-pyrazolo[4,3-c]pyridin-3-yl)benzoic acid), Cl.CN (methylamine hydrochloride), C1=CC=C2C(=C1)N=NN2O.O (HOBt monohydrate), CCN=C=NCCCN(C)C.Cl (EDCI hydrochloride). The solvent is O (water), CN(C)C=O (DMF), C(C)N(CC)CC (triethylamine). Conditions: time 8 hour. The product is FC1=C(C(=CC=C1)F)N1N=C(C=2C(=NC=CC21)OC)C2=CC=C(C(=O)NC)C=C2 (4-(1-(2,6-difluorophenyl)-4-methoxy-1H-pyrazolo[4,3-c]pyridin-3-yl)-N-methylbenzamide). The yield is 100.1%. As a reaction SMILES: [F:1][C:2]1[CH:7]=[CH:6][CH:5]=[C:4]([F:8])[C:3]=1[N:9]1[C:17]2[CH:16]=[CH:15][N:14]=[C:13]([O:18][CH3:19])[C:12]=2[C:11]([C:20]2[CH:28]=[CH:27][C:23]([C:24](O)=[O:25])=[CH:22][CH:21]=2)=[N:10]1.Cl.CN.C1C=[C:36]2[N:38]=NN(O)C2=CC=1.O.CCN=C=NCCCN(C)C.Cl>CN(C=O)C.O.C(N(CC)CC)C>[F:8][C:4]1[CH:5]=[CH:6][CH:7]=[C:2]([F:1])[C:3]=1[N:9]1[C:17]2[CH:16]=[CH:15][N:14]=[C:13]([O:18][CH3:19])[C:12]=2[C:11]([C:20]2[CH:21]=[CH:22][C:23]([C:24]([NH:38][CH3:36])=[O:25])=[CH:27][CH:28]=2)=[N:10]1 |f:1.2,3.4,5.6|. Procedure: To a solution of 4-(1-(2,6-difluorophenyl)-4-methoxy-1H-pyrazolo[4,3-c]pyridin-3-yl)benzoic acid (2.59 g), methylamine hydrochloride (688 mg), HOBt monohydrate (1.56 g) and triethylamine (1.89 mL) in DMF (20 mL) was added EDCI hydrochloride (1.95 g) at 0° C., and the mixture was stirred overnight at room temperature. To the reaction mixture was added water, and the white precipitate was filtered, washed with water and hexane, and dried in vacuum to give the title compound (2.68 g). Reactants: CC[O-], CN1CCCC1=O, COc1cc(Cl)c(Nc2ncnc(Cl)c2[N+](=O)[O-])cc1OCc1c(OC)ccc(F)c1F, Cl, [Na+]. The product is CCOc1ncnc(Nc2cc(OCc3c(OC)ccc(F)c3F)c(OC)cc2Cl)c1[N+](=O)[O-]. As a reaction SMILES: [CH3:34][CH2:35][O-:36].[CH3:38][N:39]1[CH2:40][CH2:41][CH2:42][C:43]1=[O:44].[Cl:1][c:2]1[c:3]([N+:30](=[O:31])[O-:32])[c:4]([NH:8][c:9]2[c:10]([Cl:29])[cH:11][c:12]([O:27][CH3:28])[c:13]([O:15][CH2:16][c:17]3[c:18]([F:26])[c:19]([F:25])[cH:20][cH:21][c:22]3[O:23][CH3:24])[cH:14]2)[n:5][cH:6][n:7]1.[ClH:37].[Na+:33]>>[c:2]1([O:36][CH2:35][CH3:34])[c:3]([N+:30](=[O:31])[O-:32])[c:4]([NH:8][c:9]2[c:10]([Cl:29])[cH:11][c:12]([O:27][CH3:28])[c:13]([O:15][CH2:16][c:17]3[c:18]([F:26])[c:19]([F:25])[cH:20][cH:21][c:22]3[O:23][CH3:24])[cH:14]2)[n:5][cH:6][n:7]1.